This data is from the Open Reaction Database (ORD), a public repository of structured organic reaction records. The task is: describe an organic reaction: reactants, conditions, products, and yield Run at time 20 hour. Reaction SMILES: [F:1][C:2]1[CH:3]=[C:4]([C:8]2[N:13]=[C:12]([NH2:14])[CH:11]=[N:10][C:9]=2[C:15]2[CH:20]=[CH:19][N:18]=[CH:17][CH:16]=2)[CH:5]=[CH:6][CH:7]=1.Br[C:22]1[CH:23]=[N:24][CH:25]=[CH:26][CH:27]=1.CC1(C)C2C=CC=C(P(C3C=CC=CC=3)C3C=CC=CC=3)C=2OC2C1=CC=CC=2P(C1C=CC=CC=1)C1C=CC=CC=1.C(=O)([O-])[O-].[Cs+].[Cs+]>[Pd].[Pd].C(=CC(C=CC1C=CC=CC=1)=O)C1C=CC=CC=1.C(=CC(C=CC1C=CC=CC=1)=O)C1C=CC=CC=1.C(=CC(C=CC1C=CC=CC=1)=O)C1C=CC=CC=1.O.O1CCOCC1>[F:1][C:2]1[CH:3]=[C:4]([C:8]2[N:13]=[C:12]([NH:14][C:22]3[CH:23]=[N:24][CH:25]=[CH:26][CH:27]=3)[CH:11]=[N:10][C:9]=2[C:15]2[CH:20]=[CH:19][N:18]=[CH:17][CH:16]=2)[CH:5]=[CH:6][CH:7]=1 |f:3.4.5,6.7.8.9.10|. Procedure details: An oven dried resealable Schlenk tube was charged with 6-(3-fluorophenyl)-5-pyridin-4-ylpyrazin-2-amine (Example 1, 100 mg, 0.37 mmol), 3-bromopyridine (43 μL, 0.45 mmol), 9,9-dimethyl-4,5-bis(diphenylphosphino)xanthene (17 mg, 0.03 mmol), cesium carbonate (171 mg, 0.52 mmol) and dioxane (2 mL). The Schlenk tube was subjected to three cycles of evacuation-backfilling with argon, and tris(dibenzilideneacetone) dipalladium (14 mg, 0.01 mmol) was added. After three new cycles of evacuation-backfill... The product is FC=1C=C(C=CC1)C1=C(N=CC(=N1)NC=1C=NC=CC1)C1=CC=NC=C1 (6-(3-Fluorophenyl)-N-pyridin-3-yl-5-pyridin-4-ylpyrazin-2-amine). Reactants: FC=1C=C(C=CC1)C1=C(N=CC(=N1)N)C1=CC=NC=C1 (6-(3-Fluorophenyl)-5-pyridin-4-ylpyrazin-2-amine), BrC=1C=NC=CC1 (3-bromopyridine), CC1(C2=CC=CC(=C2OC=2C(=CC=CC12)P(C1=CC=CC=C1)C1=CC=CC=C1)P(C1=CC=CC=C1)C1=CC=CC=C1)C (9,9-dimethyl-4,5-bis(diphenylphosphino)xanthene), C([O-])([O-])=O.[Cs+].[Cs+] (cesium carbonate). Yield: 69.3%. Solvent: O (water), O1CCOCC1 (dioxane). The reagents and catalysts are [Pd].[Pd].C(C1=CC=CC=C1)=CC(=O)C=CC1=CC=CC=C1.C(C1=CC=CC=C1)=CC(=O)C=CC1=CC=CC=C1.C(C1=CC=CC=C1)=CC(=O)C=CC1=CC=CC=C1 (tris(dibenzilideneacetone) dipalladium). Starting materials: N1(CCNCC1)C(=O)OCC1=CC=CC=C1 (benzyl 1-piperazinecarboxylate), CCN(C(C)C)C(C)C (DIPEA), ClC(Cl)(OC(OC(Cl)(Cl)Cl)=O)Cl (triphosgene), FC(CCO)(F)F (3,3,3-trifluoropropan-1-ol), CCN(C(C)C)C(C)C (DIPEA). Solvent: ClCCl (dichloromethane). Conditions: time 2 hour. The product is FC(CCOC(=O)N1CCN(CC1)C(=O)OCC1=CC=CC=C1)(F)F (Piperazine-1,4-dicarboxylic acid benzyl ester 3,3,3-trifluoro-propyl ester). Reaction SMILES: Cl[C:2](Cl)([O:4]C(=O)OC(Cl)(Cl)Cl)Cl.[F:13][C:14]([F:19])([F:18])[CH2:15][CH2:16][OH:17].CCN(C(C)C)C(C)C.[N:29]1([C:35]([O:37][CH2:38][C:39]2[CH:44]=[CH:43][CH:42]=[CH:41][CH:40]=2)=[O:36])[CH2:34][CH2:33][NH:32][CH2:31][CH2:30]1>ClCCl>[F:13][C:14]([F:19])([F:18])[CH2:15][CH2:16][O:17][C:2]([N:32]1[CH2:33][CH2:34][N:29]([C:35]([O:37][CH2:38][C:39]2[CH:44]=[CH:43][CH:42]=[CH:41][CH:40]=2)=[O:36])[CH2:30][CH2:31]1)=[O:4]. Reported procedure: To a solution of 3.1 g triphosgene and 2.3 ml 3,3,3-trifluoropropan-1-ol in 70 ml dichloromethane were added 9.0 ml DIPEA dropwise at 0° C. After 30 minutes 5.1 ml benzyl 1-piperazinecarboxylate and 34.5 ml DIPEA were added at 0° C. The reaction mixture was allowed to warm to RT overnight. Excess triphosgene was destroyed by adding a solution of 2.5 g NaOH in 200 ml water and stirring for 2 h. The layers were separated, the organic layer dried over MgSO4 and concentrated. The crude product thus ... Starting materials: OC1=C(C(=O)Cl)C=CC=C1C (2-hydroxy-3-methylbenzoic acid chloride), Cl (HCl), CCOCC (ether), CCOCC (ether), [Al+3].[Cl-].[Cl-].[Cl-] (AlCl3), 14g. Run in ClC1=CC=CC=C1 (chlorobenzene), ClC1=CC=CC=C1 (Chlorobenzene). Run at temperature 100 celsius. The product is OC1=C(C(=O)C2=CC=C(C=C2)Cl)C=CC=C1C (2-Hydroxy-3-methyl-4'-chlorobenzophenone). RXN SMILES: [Al+3].[Cl-:2].[Cl-].[Cl-].[OH:5][C:6]1[C:14]([CH3:15])=[CH:13][CH:12]=[CH:11][C:7]=1[C:8](Cl)=[O:9].Cl.CCO[CH2:20][CH3:21]>ClC1C=CC=CC=1>[OH:5][C:6]1[C:14]([CH3:15])=[CH:13][CH:12]=[CH:11][C:7]=1[C:8]([C:21]1[CH:20]=[CH:8][C:7]([Cl:2])=[CH:6][CH:14]=1)=[O:9] |f:0.1.2.3|. Procedure details: Chlorobenzene (78.79g, 71.6ml; 0.7mole), AlCl3, (14g, 0.105mole) were mixed, stirred and treated with a solution of 2-hydroxy-3-methylbenzoic acid chloride (12g, 0.07mole) in chlorobenzene (20ml). The mixture was stirred and heated at 100°C overnight. The cooled mixture was added to conc. HCl (10ml) and ice, extraction with ether, and ether washed with saturated sodium bicarbonate solution, dried (Na2SO4), filtered and the filtrate distilled, to give (after removal of the ether), a main fraction...